describe an organic reaction: reactants, conditions, products, and yield From a dataset of the Open Reaction Database (ORD), a public repository of structured organic reaction records. Procedure details: 578 mg (1.36 mmol) of tert-butyl 4-(4-methoxy-3-isopropylbenzyl)-3,5-dimethylphenylcarbamate (Example VI) are dissolved in 10 ml of 5% trifluoroacetic acid in dichloromethane at 0° C. and stirred for 4 hours. The mixture is neutralized with sodium bicarbonate solution and dried over sodium sulphate. The product after removal of the solvent is reacted further without further purification. RXN SMILES: [CH3:1][O:2][C:3]1[CH:25]=[CH:24][C:6]([CH2:7][C:8]2[C:13]([CH3:14])=[CH:12][C:11]([NH:15]C(=O)OC(C)(C)C)=[CH:10][C:9]=2[CH3:23])=[CH:5][C:4]=1[CH:26]([CH3:28])[CH3:27].C(=O)(O)[O-].[Na+]>FC(F)(F)C(O)=O.ClCCl>[CH:26]([C:4]1[CH:5]=[C:6]([CH:24]=[CH:25][C:3]=1[O:2][CH3:1])[CH2:7][C:8]1[C:9]([CH3:23])=[CH:10][C:11]([NH2:15])=[CH:12][C:13]=1[CH3:14])([CH3:28])[CH3:27] |f:1.2|. Run in FC(C(=O)O)(F)F (trifluoroacetic acid), ClCCl (dichloromethane). Run at time 4 hour. The product is C(C)(C)C=1C=C(CC2=C(C=C(N)C=C2C)C)C=CC1OC (4-(3-Isopropyl-4-methoxybenzyl)-3,5-dimethylaniline). Starting materials: COC1=C(C=C(CC2=C(C=C(C=C2C)NC(OC(C)(C)C)=O)C)C=C1)C(C)C (tert-Butyl 4-(4-methoxy-3-isopropylbenzyl)-3,5-dimethylphenylcarbamate), C([O-])(O)=O.[Na+] (sodium bicarbonate).